This data is from the Open Reaction Database (ORD), a public repository of structured organic reaction records. The task is: describe an organic reaction: reactants, conditions, products, and yield Starting materials: C1(CCCCC1)=NO (cyclohexanone oxime), CC1=CC=C(C=C1)N1CCN(CC1)CCCC(=O)OCC (ethyl 4-(4-(4-methylphenyl)piperazin-1-yl)-n-butyrate). The product is CC1=CC=C(C=C1)N1CCN(CC1)CCCC1=C2C(=NO1)CCCC2 (3-(3-(4-(4-methylphenyl)piperazin-1-yl)propyl)-4,5,6,7-tetrahydrobenzo[c]isoxazole). RXN SMILES: [C:1]1(=[N:7][OH:8])[CH2:6][CH2:5][CH2:4][CH2:3][CH2:2]1.[CH3:9][C:10]1[CH:15]=[CH:14][C:13]([N:16]2[CH2:21][CH2:20][N:19]([CH2:22][CH2:23][CH2:24][C:25](OCC)=O)[CH2:18][CH2:17]2)=[CH:12][CH:11]=1>>[CH3:9][C:10]1[CH:11]=[CH:12][C:13]([N:16]2[CH2:17][CH2:18][N:19]([CH2:22][CH2:23][CH2:24][C:25]3[O:8][N:7]=[C:1]4[CH2:6][CH2:5][CH2:4][CH2:3][C:2]=34)[CH2:20][CH2:21]2)=[CH:14][CH:15]=1. Reported procedure: By the same reaction and treatment as in Example 48 using cyclohexanone oxime and ethyl 4-(4-(4-methylphenyl)piperazin-1-yl)-n-butyrate, 3-(3-(4-(4-methylphenyl)piperazin-1-yl)propyl)-4,5,6,7-tetrahydrobenzo[c]isoxazole is obtained. Starting materials: [BH4-], CC(C)(C)OC(=O)CC(NC(=O)OCc1ccccc1)C(=O)COc1c(F)c(F)cc(F)c1F, C1CCOC1, [Na+]. The product is CC(C)(C)OC(=O)CC(NC(=O)OCc1ccccc1)C(O)COc1c(F)c(F)cc(F)c1F. Reaction SMILES: [BH4-:1].[C:3]([CH3:4])([CH3:5])([CH3:6])[O:7][C:8]([CH2:9][CH:10]([C:11]([CH2:12][O:13][c:14]1[c:15]([F:23])[c:16]([F:22])[cH:17][c:18]([F:21])[c:19]1[F:20])=[O:24])[NH:25][C:26](=[O:27])[O:28][CH2:29][c:30]1[cH:31][cH:32][cH:33][cH:34][cH:35]1)=[O:36].[CH2:37]1[O:38][CH2:39][CH2:40][CH2:41]1.[Na+:2]>>[C:3]([CH3:4])([CH3:5])([CH3:6])[O:7][C:8]([CH2:9][CH:10]([CH:11]([CH2:12][O:13][c:14]1[c:15]([F:23])[c:16]([F:22])[cH:17][c:18]([F:21])[c:19]1[F:20])[OH:24])[NH:25][C:26](=[O:27])[O:28][CH2:29][c:30]1[cH:31][cH:32][cH:33][cH:34][cH:35]1)=[O:36]. Starting materials: O=C1C(C(CC1)=O)CCCCCCC(=O)O (2,5-dioxocyclopentaneheptanoic acid), C(C)O (ethanol), S(O)(O)(=O)=O (sulfuric acid), C1=CC=CC=C1 (benzene). Product: C(C)OC1=C(C(CC1)=O)CCCCCCC(=O)OCC (ethyl 2-ethoxy-5-oxocyclopent-1-eneheptanoate). Reaction SMILES: [O:1]=[C:2]1[CH2:6][CH2:5][C:4](=[O:7])[CH:3]1[CH2:8][CH2:9][CH2:10][CH2:11][CH2:12][CH2:13][C:14]([OH:16])=[O:15].[CH2:17](O)[CH3:18].S(=O)(=O)(O)O.[CH:25]1C=CC=C[CH:26]=1>>[CH2:25]([O:1][C:2]1[CH2:6][CH2:5][C:4](=[O:7])[C:3]=1[CH2:8][CH2:9][CH2:10][CH2:11][CH2:12][CH2:13][C:14]([O:16][CH2:17][CH3:18])=[O:15])[CH3:26]. Procedure: A mixture containing 26 parts of 2,5-dioxocyclopentaneheptanoic acid, 560 parts of ethanol, 440 parts of benzene and 14.7 parts of concentrated sulfuric acid is slowly distilled over a period of about 40 hours, during which time approximately 200 parts of distillate is collected. The residual mixture is cooled, diluted with approximately 350 parts of ether, then washed successively with dilute aqueous sodium hydroxide and water. The resulting neutral solution is dried over anhydrous sodium sulfa... Reactants: CCCCOc1ccccc1CBr, O=C([O-])[O-], CN(C)C=O, O=C(Nc1cc[nH]n1)c1c(F)cccc1F, [K+], [K+]. The product is CCCCOc1ccccc1Cn1ccc(NC(=O)c2c(F)cccc2F)n1. As a reaction SMILES: [Br:23][CH2:24][c:25]1[c:26]([O:31][CH2:32][CH2:33][CH2:34][CH3:35])[cH:27][cH:28][cH:29][cH:30]1.[C:17](=[O:18])([O-:19])[O-:20].[CH3:36][N:37]([CH3:38])[CH:39]=[O:40].[F:1][c:2]1[c:3]([C:4](=[O:5])[NH:6][c:7]2[n:8][nH:9][cH:10][cH:11]2)[c:12]([F:16])[cH:13][cH:14][cH:15]1.[K+:21].[K+:22]>>[F:1][c:2]1[c:3]([C:4](=[O:5])[NH:6][c:7]2[n:8][n:9]([CH2:24][c:25]3[c:26]([O:31][CH2:32][CH2:33][CH2:34][CH3:35])[cH:27][cH:28][cH:29][cH:30]3)[cH:10][cH:11]2)[c:12]([F:16])[cH:13][cH:14][cH:15]1. Reactants: NCc1ccccc1, CC[N+](CC)(CC)Cc1ccccc1, OC1C2CC(c3ccccc32)C1O, [Cl-], ClCCCl, [O-][I+3]([O-])([O-])[O-], [I-], [Na+], O. Yields the product c1ccc(CN2CC3CC(C2)c2ccccc23)cc1. RXN SMILES: [CH2:21]([c:22]1[cH:23][cH:24][cH:25][cH:26][cH:27]1)[NH2:28].[CH2:31]([N+:32]([CH2:33][CH3:34])([CH2:35][CH3:36])[CH2:37][c:38]1[cH:39][cH:40][cH:41][cH:42][cH:43]1)[CH3:44].[CH:1]12[CH:2]([OH:13])[CH:3]([OH:12])[CH:4]([c:5]3[cH:6][cH:7][cH:8][cH:9][c:10]31)[CH2:11]2.[Cl-:30].[Cl:45][CH2:46][CH2:47][Cl:48].[I+3:14]([O-:15])([O-:16])([O-:17])[O-:18].[I-:20].[Na+:19].[OH2:29]>>[CH:1]12[CH2:2][N:28]([CH2:21][c:22]3[cH:23][cH:24][cH:25][cH:26][cH:27]3)[CH2:3][CH:4]([c:5]3[cH:6][cH:7][cH:8][cH:9][c:10]31)[CH2:11]2. The reactants are CCO, [H][H], OCCCC#Cc1ccccn1. Yields the product OCCCCCc1ccccn1. As a reaction SMILES: [CH3:15][CH2:16][OH:17].[H:13][H:14].[n:1]1[c:2]([C:7]#[C:8][CH2:9][CH2:10][CH2:11][OH:12])[cH:3][cH:4][cH:5][cH:6]1>>[n:1]1[c:2]([CH2:7][CH2:8][CH2:9][CH2:10][CH2:11][OH:12])[cH:3][cH:4][cH:5][cH:6]1.